Dataset: the Open Reaction Database (ORD), a public repository of structured organic reaction records. Task: describe an organic reaction: reactants, conditions, products, and yield The reactants are COCCCN1CCOc2ccc(COC3CN(C(=O)OCc4ccccc4)C(CCC(=O)O)CC3c3ccc(OC)cc3)cc21, Nc1ccccc1. Yields the product COCCCN1CCOc2ccc(COC3CN(C(=O)OCc4ccccc4)C(CCC(=O)Nc4ccccc4)CC3c3ccc(OC)cc3)cc21. RXN SMILES: [CH2:1]([c:2]1[cH:3][cH:4][cH:5][cH:6][cH:7]1)[O:8][C:9](=[O:10])[N:11]1[CH:12]([CH2:42][CH2:43][C:44](=[O:45])[OH:46])[CH2:13][CH:14]([c:34]2[cH:35][cH:36][c:37]([O:40][CH3:41])[cH:38][cH:39]2)[CH:15]([O:17][CH2:18][c:19]2[cH:20][cH:21][c:22]3[c:23]([cH:33]2)[N:24]([CH2:28][CH2:29][CH2:30][O:31][CH3:32])[CH2:25][CH2:26][O:27]3)[CH2:16]1.[NH2:47][c:48]1[cH:49][cH:50][cH:51][cH:52][cH:53]1>>[CH2:1]([c:2]1[cH:3][cH:4][cH:5][cH:6][cH:7]1)[O:8][C:9](=[O:10])[N:11]1[CH:12]([CH2:42][CH2:43][C:44](=[O:46])[NH:47][c:48]2[cH:49][cH:50][cH:51][cH:52][cH:53]2)[CH2:13][CH:14]([c:34]2[cH:35][cH:36][c:37]([O:40][CH3:41])[cH:38][cH:39]2)[CH:15]([O:17][CH2:18][c:19]2[cH:20][cH:21][c:22]3[c:23]([cH:33]2)[N:24]([CH2:28][CH2:29][CH2:30][O:31][CH3:32])[CH2:25][CH2:26][O:27]3)[CH2:16]1. Reactants: O=C([O-])[O-], CN(C)C=O, O=C(C1CC1)C(Br)c1ccccc1F, [K+], [K+], O, OC1CCNCC1. Product: O=C(C1CC1)C(c1ccccc1F)N1CCC(O)CC1. As a reaction SMILES: [C:22](=[O:23])([O-:24])[O-:25].[CH3:29][N:30]([CH3:31])[CH:32]=[O:33].[CH:8]1([C:11](=[O:12])[CH:13]([c:14]2[c:15]([F:20])[cH:16][cH:17][cH:18][cH:19]2)[Br:21])[CH2:9][CH2:10]1.[K+:26].[K+:27].[OH2:28].[OH:1][CH:2]1[CH2:3][CH2:4][NH:5][CH2:6][CH2:7]1>>[OH:1][CH:2]1[CH2:3][CH2:4][N:5]([CH:13]([C:11]([CH:8]2[CH2:9][CH2:10]2)=[O:12])[c:14]2[c:15]([F:20])[cH:16][cH:17][cH:18][cH:19]2)[CH2:6][CH2:7]1. Yields the product O=C1OCCC1C(=O)c1ncc[nH]1. As a reaction SMILES: [CH2:39]([Cl:40])[Cl:41].[CH3:32][C:33](=[O:34])[CH3:35].[CH3:36][CH2:37][OH:38].[CH:21](=[O:22])[c:23]1[cH:24][cH:25][c:26]([O:27][CH3:28])[cH:29][cH:30]1.[NH2:1][CH2:2][C:3](=[O:4])[OH:5].[Na+:7].[OH-:6].[OH2:31].[nH:8]1[c:9]([C:13](=[O:14])[CH:15]([CH2:16][OH:17])[CH2:18][CH2:19][OH:20])[n:10][cH:11][cH:12]1>>[nH:8]1[c:9]([C:13](=[O:14])[CH:15]2[C:16](=[O:17])[O:20][CH2:19][CH2:18]2)[n:10][cH:11][cH:12]1. Starting materials: ClCCl, CC(C)=O, CCO, COc1ccc(C=O)cc1, NCC(=O)O, [Na+], [OH-], O, O=C(c1ncc[nH]1)C(CO)CCO. The reactants are [Se] (selenium), di-seleno-dofetilide(n-[4-(2-[2-[4-(methaneselenodoioxamido)phenoxyl]-N-methylethylamino)ethyl)phenyl]-methane-selenodioxamide), Di-seleno-dofetilide, Cl.CNCCC1=CC=C(C=C1)[N+](=O)[O-] (N-methyl-2-(4-nitrophenyl)ethylamine hydrochloride), Cl.CNCCC1=CC=C(C=C1)[N+](=O)[O-] (N-methyl-2-(4-nitrophenyl)ethylamine hydrochloride), ClCCOC1=CC=C(C=C1)[N+](=O)[O-] (4-(2-chloroethoxy)nitrobenzene), ClCCOC1=CC=C(C=C1)[N+](=O)[O-] (4-(2-chloroethoxy)nitrobenzene), C([O-])([O-])=O.[K+].[K+] (potassium carbonate), [I-].[K+] (potassium iodide), CN(CCC=1C=CC(=CC1)NS(=O)(=O)C)CCOC=2C=CC(=CC2)NS(=O)(=O)C (dofetilide), [Se] (selenium), CN(CCC=1C=CC(=CC1)NS(=O)(=O)C)CCOC=2C=CC(=CC2)NS(=O)(=O)C (dofetilide). The reagents and catalysts are [I-].C(CCC)[N+](CCCC)(CCCC)CCCC (tetra-n-butylammonium iodide). Run in O (water), C(C)(=O)OCC (ethyl acetate). Run at temperature 40 celsius. Product: CN(CCOC1=CC=C(C=C1)[N+](=O)[O-])CCC1=CC=C(C=C1)[N+](=O)[O-] (N-Methyl-N-[2-(4-nitrophenoxy)ethyl]-4-nitrophenethylamine). Reaction SMILES: [Se].CN(CCOC1C=CC(NS(C)(=O)=O)=CC=1)CCC1C=CC(NS(C)(=O)=O)=CC=1.Cl.[CH3:32][NH:33][CH2:34][CH2:35][C:36]1[CH:41]=[CH:40][C:39]([N+:42]([O-:44])=[O:43])=[CH:38][CH:37]=1.Cl[CH2:46][CH2:47][O:48][C:49]1[CH:54]=[CH:53][C:52]([N+:55]([O-:57])=[O:56])=[CH:51][CH:50]=1.C(=O)([O-])[O-].[K+].[K+].[I-].[K+]>[I-].C([N+](CCCC)(CCCC)CCCC)CCC.C(OCC)(=O)C.O>[CH3:32][N:33]([CH2:34][CH2:35][C:36]1[CH:41]=[CH:40][C:39]([N+:42]([O-:44])=[O:43])=[CH:38][CH:37]=1)[CH2:46][CH2:47][O:48][C:49]1[CH:50]=[CH:51][C:52]([N+:55]([O-:57])=[O:56])=[CH:53][CH:54]=1 |f:2.3,5.6.7,8.9,10.11,^3:0|. Reported procedure: In another embodiment, the competitive inhibitor is a selenium analog of dofetilide (N-[4-(2-[2-[4-(methanesulphonamido)phenoxy]-N-methylethylamino]ethyl)phenyl]methane-sulfphonamide). In one aspect of this embodiment, the selenium analog is di-seleno-dofetilide(n-[4-(2-[2-[4-(methaneselenodoioxamido)phenoxyl]-N-methylethylamino)ethyl)phenyl]-methane-selenodioxamide). Di-seleno-dofetilide may be synthesized according to the scheme shown in FIG. 3, which is based on the synthesis of dofetilide de... The reactants are C(#C)C=1C=C(C=CC1)NC1=NC=NC2=CC(=C(C=C12)[N+](=O)[O-])O[C@@H]1COCC1 ((S)—N-(3-ethynylphenyl)-6-nitro-7-(tetrahydrofuran-3-yloxy)quinazolin-4-amine), Cl.N (ammonia hydrochloride), CO (methanol), O (H2O). The reagents and catalysts are [Fe] (Fe). The solvent is CC(OCC)=O (EA). Conditions: temperature 70 celsius. Yields the product C(#C)C=1C=C(C=CC1)NC1=NC=NC2=CC(=C(C=C12)N)O[C@@H]1COCC1 ((S)—N4-(3-ethynylphenyl)-7-(tetrahydrofuran-3-yloxy)quinazoline-4,6-diamine). Yield: 47.2%. As a reaction SMILES: [C:1]([C:3]1[CH:4]=[C:5]([NH:9][C:10]2[C:19]3[C:14](=[CH:15][C:16]([O:23][C@H:24]4[CH2:28][CH2:27][O:26][CH2:25]4)=[C:17]([N+:20]([O-])=O)[CH:18]=3)[N:13]=[CH:12][N:11]=2)[CH:6]=[CH:7][CH:8]=1)#[CH:2].Cl.N.CO.O>[Fe].CC(=O)OCC>[C:1]([C:3]1[CH:4]=[C:5]([NH:9][C:10]2[C:19]3[C:14](=[CH:15][C:16]([O:23][C@H:24]4[CH2:28][CH2:27][O:26][CH2:25]4)=[C:17]([NH2:20])[CH:18]=3)[N:13]=[CH:12][N:11]=2)[CH:6]=[CH:7][CH:8]=1)#[CH:2] |f:1.2|. Procedure: (S)—N-(3-ethynylphenyl)-6-nitro-7-(tetrahydrofuran-3-yloxy)quinazolin-4-amine (4 g, 0.011 mol) and ammonia hydrochloride (2.4 g, 0.045 mol) was mixed in a solution of 150 mL methanol, 75 mL H2O, 50 ml EA, and then was heated to 70° C. Fe (4.8 g, 0.085 mol) was added and the reaction mixture was heated to reflux for 4 hours. The resulting reaction solution was filtered and concentrated under reduced pressure to remove most of solvent. The residue was diluted in 100 mL H2O, extracted with ethyl ac...